The task is: describe an organic reaction: reactants, conditions, products, and yield. This data is from the Open Reaction Database (ORD), a public repository of structured organic reaction records. The reactants are [Al+3], CCC(C)=CCCCC(C)=CC(=O)OC, CC(=O)O, [H-], [H-], [H-], [H-], [Li+]. The product is CCC(C)=CCCCC(C)=CCO. RXN SMILES: [Al+3:17].[CH3:1][C:2](=[CH:3][C:4](=[O:5])[O:6][CH3:7])[CH2:8][CH2:9][CH2:10][CH:11]=[C:12]([CH2:13][CH3:14])[CH3:15].[CH3:22][C:23](=[O:24])[OH:25].[H-:16].[H-:19].[H-:20].[H-:21].[Li+:18]>>[CH3:1][C:2](=[CH:3][CH2:4][OH:5])[CH2:8][CH2:9][CH2:10][CH:11]=[C:12]([CH2:13][CH3:14])[CH3:15]. The reactants are COC=1C(=C(OCCCOC2=C(C3=C(CCC(O3)CCC(=O)OC)C=C2)CCC)C=CC1C(=O)NC)CC=C (Methyl 3,4-dihydro-7-[3-[3-methoxy-4-[(methylamino)carbonyl]-2-(2-propenyl)phenoxy]propoxy]-8-propyl-2H-1-benzopyran-2-propanoate), [OH-].[Li+] (lithium hydroxide). Solvent: CO (methanol). Reaction conditions: time 2 day. The product is COC=1C(=C(OCCCOC2=C(C3=C(CCC(O3)CCC(=O)O)C=C2)CCC)C=CC1C(=O)NC)CC=C (3,4-Dihydro-7-[3-[3-methoxy-4-[(methylamino) carbonyl]-2-(2-propenyl)phenoxy]propoxy]-8-propyl-2H-1-benzopyran-2-propanoic acid). RXN SMILES: [CH3:1][O:2][C:3]1[C:4]([CH2:37][CH:38]=[CH2:39])=[C:5]([CH:30]=[CH:31][C:32]=1[C:33]([NH:35][CH3:36])=[O:34])[O:6][CH2:7][CH2:8][CH2:9][O:10][C:11]1[CH:26]=[CH:25][C:14]2[CH2:15][CH2:16][CH:17]([CH2:19][CH2:20][C:21]([O:23]C)=[O:22])[O:18][C:13]=2[C:12]=1[CH2:27][CH2:28][CH3:29].[OH-].[Li+]>CO>[CH3:1][O:2][C:3]1[C:4]([CH2:37][CH:38]=[CH2:39])=[C:5]([CH:30]=[CH:31][C:32]=1[C:33]([NH:35][CH3:36])=[O:34])[O:6][CH2:7][CH2:8][CH2:9][O:10][C:11]1[CH:26]=[CH:25][C:14]2[CH2:15][CH2:16][CH:17]([CH2:19][CH2:20][C:21]([OH:23])=[O:22])[O:18][C:13]=2[C:12]=1[CH2:27][CH2:28][CH3:29] |f:1.2|. Reported procedure: The compound of Example 8 (250 mg, 0.4629 mmol) was dissolved in 2.0 ml of methanol and 694 μl of 1M lithium hydroxide was added. The reaction mixture was stirred at room temperature for about two days. The solvent was removed under vacuum and 20 ml of water was added. The aqueous residue was acidified with 10% hydrochloric acid. Filtration of the resultant suspension yielded the product as white solid. Starting materials: C[Si](C)(C)CCOCn1cc(I)c2c(Cl)c(Br)cnc21, O=C([O-])[O-], C1CCOC1, COc1ccccc1B(O)O, CC#N, [Na+], [Na+], [Na+], [Na+], O=S(=O)([O-])[O-], Cl[Pd]Cl, c1ccc(P(c2ccccc2)c2ccccc2)cc1, c1ccc(P(c2ccccc2)c2ccccc2)cc1. Yields the product COc1ccccc1-c1cn(COCC[Si](C)(C)C)c2ncc(Br)c(Cl)c12. Reaction SMILES: [Br:1][c:2]1[c:3]([Cl:20])[c:4]2[c:5]([n:6][cH:7]1)[n:8]([CH2:12][O:13][CH2:14][CH2:15][Si:16]([CH3:17])([CH3:18])[CH3:19])[cH:9][c:10]2[I:11].[C:32](=[O:33])([O-:34])[O-:35].[CH2:89]1[O:90][CH2:91][CH2:92][CH2:93]1.[CH3:21][O:22][c:23]1[c:24]([B:29]([OH:30])[OH:31])[cH:25][cH:26][cH:27][cH:28]1.[CH3:45][C:46]#[N:47].[Na+:36].[Na+:37].[Na+:38].[Na+:39].[O-:40][S:41](=[O:42])(=[O:43])[O-:44].[Pd:48]([Cl:49])[Cl:50].[c:51]1([P:52]([c:53]2[cH:54][cH:55][cH:56][cH:57][cH:58]2)[c:59]2[cH:60][cH:61][cH:62][cH:63][cH:64]2)[cH:65][cH:66][cH:67][cH:68][cH:69]1.[c:70]1([P:71]([c:72]2[cH:73][cH:74][cH:75][cH:76][cH:77]2)[c:78]2[cH:79][cH:80][cH:81][cH:82][cH:83]2)[cH:84][cH:85][cH:86][cH:87][cH:88]1>>[Br:1][c:2]1[c:3]([Cl:20])[c:4]2[c:5]([n:6][cH:7]1)[n:8]([CH2:12][O:13][CH2:14][CH2:15][Si:16]([CH3:17])([CH3:18])[CH3:19])[cH:9][c:10]2-[c:24]1[c:23]([O:22][CH3:21])[cH:28][cH:27][cH:26][cH:25]1. Starting materials: CN (methyl amine), compound, C(C1=CC=CC=C1)OC1=CC=C(C=C1)C1=NOC(=C1)CO ([3-(4-benzyloxy-phenyl)-isoxazol-5-yl]-methanol), C(=O)(N1C=NC=C1)N1C=NC=C1 (1,1′-carbonyldiimidazole). The solvent is C1CCOC1 (THF). Yields the product C(C1=CC=CC=C1)OC1=CC=C(C=C1)C1=NOC(=C1)COC(NC)=O (methyl-carbamic acid 3-(4-benzyloxy-phenyl)-isoxazol-5-ylmethyl ester). RXN SMILES: [CH2:1]([O:8][C:9]1[CH:14]=[CH:13][C:12]([C:15]2[CH:19]=[C:18]([CH2:20][OH:21])[O:17][N:16]=2)=[CH:11][CH:10]=1)[C:2]1[CH:7]=[CH:6][CH:5]=[CH:4][CH:3]=1.[C:22](N1C=CN=C1)([N:24]1C=CN=[CH:25]1)=[O:23].CN>C1COCC1>[CH2:1]([O:8][C:9]1[CH:14]=[CH:13][C:12]([C:15]2[CH:19]=[C:18]([CH2:20][O:21][C:22](=[O:23])[NH:24][CH3:25])[O:17][N:16]=2)=[CH:11][CH:10]=1)[C:2]1[CH:7]=[CH:6][CH:5]=[CH:4][CH:3]=1. Procedure: 0.5 g of the compound [3-(4-benzyloxy-phenyl)-isoxazol-5-yl]-methanol in Example 1 was dissolved in 10 ml of THF, to which solution was added 0.49 g (1.7 equivalents) of 1,1′-carbonyldiimidazole. The consumption of all the reactants was confirmed by TLC, and 2 equivalents of methyl amine were added to the reaction solution. 2 hours later, the solvent was distilled off under reduced pressure, 50 ml of a 1N—HCl aqueous solution was placed in the reactants, and the mixture was extracted three times... Reactants: N1CCC1 (azetidine), C(C)(C)N(C(C)C)CC (N,N-diisopropylethylamine), BrC1=C(C=NN1C)C(=O)C=1C(=NC=NC1Cl)Cl ((5-Bromo-1-methyl-1H-pyrazol-4-yl)(4,6-dichloropyrimidin-5-yl)methanone). The solvent is C(C)#N (acetonitrile). Run at time 18 hour. Product: N1(CCC1)C1=NC=NC(=C1C(=O)C=1C=NN(C1Br)C)Cl ([4-(azetidin-1-yl)-6-chloropyrimidin-5-yl](5-bromo-1-methyl-1H-pyrazol-4-yl)methanone). Reaction SMILES: [Br:1][C:2]1[N:6]([CH3:7])[N:5]=[CH:4][C:3]=1[C:8]([C:10]1[C:11]([Cl:17])=[N:12][CH:13]=[N:14][C:15]=1Cl)=[O:9].[NH:18]1[CH2:21][CH2:20][CH2:19]1.C(N(CC)C(C)C)(C)C>C(#N)C>[N:18]1([C:15]2[C:10]([C:8]([C:3]3[CH:4]=[N:5][N:6]([CH3:7])[C:2]=3[Br:1])=[O:9])=[C:11]([Cl:17])[N:12]=[CH:13][N:14]=2)[CH2:21][CH2:20][CH2:19]1. Reported procedure: (5-Bromo-1-methyl-1H-pyrazol-4-yl)(4,6-dichloropyrimidin-5-yl)methanone (C26) (1.14 g, 3.39 mmol) was combined with azetidine (98%, 0.212 mL, 3.08 mmol) and N,N-diisopropylethylamine (0.645 mL, 3.70 mmol) in acetonitrile (30 mL) at 0° C. The mixture was then allowed to warm to room temperature and stir for 18 hours. After removal of volatiles in vacuo, the residue was purificed via silica gel chromatography (Eluent: 100:1 ethyl acetate/methanol) to afford the product. Yield: 1.07 g, 3.00 mmol, 9... Starting materials: Cc1ccccc1, O=C=NC(=O)c1c(F)cccc1F, Nc1ccc(C(O)(C(F)(F)F)C(F)(F)F)cc1. Yields the product O=C(NC(=O)c1c(F)cccc1F)Nc1ccc(C(O)(C(F)(F)F)C(F)(F)F)cc1. Reaction SMILES: [CH3:31][c:32]1[cH:33][cH:34][cH:35][cH:36][cH:37]1.[F:1][c:2]1[c:3]([C:4](=[O:5])[N:6]=[C:7]=[O:8])[c:9]([F:13])[cH:10][cH:11][cH:12]1.[OH:14][C:15]([C:16]([F:17])([F:18])[F:19])([C:20]([F:21])([F:22])[F:23])[c:24]1[cH:25][cH:26][c:27]([NH2:28])[cH:29][cH:30]1>>[F:1][c:2]1[c:3]([C:4](=[O:5])[NH:6][C:7](=[O:8])[NH:28][c:27]2[cH:26][cH:25][c:24]([C:15]([OH:14])([C:16]([F:17])([F:18])[F:19])[C:20]([F:21])([F:22])[F:23])[cH:30][cH:29]2)[c:9]([F:13])[cH:10][cH:11][cH:12]1.